Dataset: the Open Reaction Database (ORD), a public repository of structured organic reaction records. Task: describe an organic reaction: reactants, conditions, products, and yield Reactants: CCC(CC)(Oc1ccc(Cl)cc1C1CC(=O)NC(c2cc(F)ccc2C)C12C(=O)Nc1cc(Br)ccc12)C(=O)OC, CO, [Li+], [OH-], O, O. Yields the product CCC(CC)(Oc1ccc(Cl)cc1C1CC(=O)NC(c2cc(F)ccc2C)C12C(=O)Nc1cc(Br)ccc12)C(=O)O. Reaction SMILES: [Br:1][c:2]1[cH:3][cH:4][c:5]2[c:9]([cH:10]1)[NH:8][C:7](=[O:11])[C:6]21[CH:12]([c:35]2[c:36]([CH3:42])[cH:37][cH:38][c:39]([F:41])[cH:40]2)[NH:13][C:14](=[O:34])[CH2:15][CH:16]1[c:17]1[c:18]([O:24][C:25]([CH2:26][CH3:27])([C:28](=[O:29])[O:30][CH3:31])[CH2:32][CH3:33])[cH:19][cH:20][c:21]([Cl:23])[cH:22]1.[CH3:47][OH:48].[Li+:44].[OH-:43].[OH2:45].[OH2:46]>>[Br:1][c:2]1[cH:3][cH:4][c:5]2[c:9]([cH:10]1)[NH:8][C:7](=[O:11])[C:6]21[CH:12]([c:35]2[c:36]([CH3:42])[cH:37][cH:38][c:39]([F:41])[cH:40]2)[NH:13][C:14](=[O:34])[CH2:15][CH:16]1[c:17]1[c:18]([O:24][C:25]([CH2:26][CH3:27])([C:28](=[O:29])[OH:30])[CH2:32][CH3:33])[cH:19][cH:20][c:21]([Cl:23])[cH:22]1. Isolated yield 68.7%. Conditions: temperature 50 celsius, time 4 hour. Reactants: O (water), FC1=CC=C(C=C1)O (4-fluorophenol), C(=O)([O-])[O-].[Cs+].[Cs+] (Cs2CO3), C(#N)C1(CC1)NC(=O)[C@@H]1[C@H](C[C@H](C1)S(=O)(=O)C1=C(C=C(C=C1)F)Cl)OC ((1S,2S,4S)-4-(2-Chloro-4-fluoro-benzenesulfonyl)-2-methoxy-cyclopentanecarboxylic acid (1-cyano-cyclopropyl)-amide). Reported procedure: (1R,2R,4R) and (1S,2S,4S)-4-(2-Chloro-4-fluoro-benzenesulfonyl)-2-methoxy-cyclopentanecarboxylic acid (1-cyano-cyclopropyl)-amide (25 mg, 0.062 mmol, example 56) was dissolved in DMF (1.5 ml) and 4-fluorophenol (14 mg, 0.125 mmol) and Cs2CO3 (61 mg, 0.187 mmol) were added. The reaction mixture was stirred for 4 h at 50° C. Then water was added and the mixture was extracted with EtOAc. The combined extracts were washed with brine, dried over Na2SO4 and concentrated. The remaining residue was puri... The solvent is CN(C)C=O (DMF). The product is C(#N)C1(CC1)NC(=O)[C@@H]1[C@H](C[C@H](C1)S(=O)(=O)C1=C(C=C(C=C1)OC1=CC=C(C=C1)F)Cl)OC ((1S,2S,4S)-4-[2-Chloro-4-(4-fluoro-phenoxy)-benzenesulfonyl]-2-methoxy-cyclopentanecarboxylic acid (1-cyano-cyclopropyl)-amide). As a reaction SMILES: [C:1]([C:3]1([NH:6][C:7]([C@H:9]2[CH2:13][C@H:12]([S:14]([C:17]3[CH:22]=[CH:21][C:20](F)=[CH:19][C:18]=3[Cl:24])(=[O:16])=[O:15])[CH2:11][C@@H:10]2[O:25][CH3:26])=[O:8])[CH2:5][CH2:4]1)#[N:2].[F:27][C:28]1[CH:33]=[CH:32][C:31]([OH:34])=[CH:30][CH:29]=1.C([O-])([O-])=O.[Cs+].[Cs+].O>CN(C=O)C>[C:1]([C:3]1([NH:6][C:7]([C@H:9]2[CH2:13][C@H:12]([S:14]([C:17]3[CH:22]=[CH:21][C:20]([O:34][C:31]4[CH:32]=[CH:33][C:28]([F:27])=[CH:29][CH:30]=4)=[CH:19][C:18]=3[Cl:24])(=[O:16])=[O:15])[CH2:11][C@@H:10]2[O:25][CH3:26])=[O:8])[CH2:5][CH2:4]1)#[N:2] |f:2.3.4|. Procedure details: A mixture of 1.74 g of 4-fluoro-3-(1-methyl-4-piperidyl)-1,2-benzisoxazole, 1.25 g of potassium carbonate, 1.40 g of phenyl chloroformate and 50.0 ml of toluene was stirred under reflux for 8.0 hrs. The mixture was poured into water and the toluene layer was separated, dried over anhydrous magnesium sulfate and the solvent was removed in vacuo to yield an oil. The oil was purified by passing through a silica gel column (20:1), using 1% methanol in dichloromethane as the eluent. The eluent was ev... Solvent: O (water). Product: C1(=CC=CC=C1)OC(=O)N1CCC(CC1)C1=NOC2=C1C(=CC=C2)F (4-(4-Fluoro-1,2-benzisoxazol-3-yl)-1-piperidine carboxylic acid phenyl ester). Reactants: FC1=CC=CC2=C1C(=NO2)C2CCN(CC2)C (4-fluoro-3-(1-methyl-4-piperidyl)-1,2-benzisoxazole), C([O-])([O-])=O.[K+].[K+] (potassium carbonate), ClC(=O)OC1=CC=CC=C1 (phenyl chloroformate), C1(=CC=CC=C1)C (toluene). Isolated yield 63.3%. RXN SMILES: [F:1][C:2]1[C:7]2[C:8]([CH:11]3[CH2:16][CH2:15][N:14](C)[CH2:13][CH2:12]3)=[N:9][O:10][C:6]=2[CH:5]=[CH:4][CH:3]=1.C(=O)([O-])[O-].[K+].[K+].Cl[C:25]([O:27][C:28]1[CH:33]=[CH:32][CH:31]=[CH:30][CH:29]=1)=[O:26].C1(C)C=CC=CC=1>O>[C:28]1([O:27][C:25]([N:14]2[CH2:13][CH2:12][CH:11]([C:8]3[C:7]4[C:2]([F:1])=[CH:3][CH:4]=[CH:5][C:6]=4[O:10][N:9]=3)[CH2:16][CH2:15]2)=[O:26])[CH:33]=[CH:32][CH:31]=[CH:30][CH:29]=1 |f:1.2.3|. The reactants are ClC1=C(C(=O)O)C(=CC=C1)F (2-chloro-6-fluorobenzoic acid), FC1=CC=C(C=C1)C(CN)C=1C=NC(=NC1)C(F)(F)F (2-(4-fluorophenyl)-2-(2-(trifluoromethyl)pyrimidin-5-yl)ethanamine). Yields the product ClC1=C(C(=O)NCC(C=2C=NC(=NC2)C(F)(F)F)C2=CC=C(C=C2)F)C(=CC=C1)F (2-chloro-6-fluoro-N-(2-(4-fluorophenyl)-2-(2-(trifluoromethyl)pyrimidin-5-yl)ethyl)benzamide). Reaction SMILES: [Cl:1][C:2]1[CH:10]=[CH:9][CH:8]=[C:7]([F:11])[C:3]=1[C:4]([OH:6])=O.[F:12][C:13]1[CH:18]=[CH:17][C:16]([CH:19]([C:22]2[CH:23]=[N:24][C:25]([C:28]([F:31])([F:30])[F:29])=[N:26][CH:27]=2)[CH2:20][NH2:21])=[CH:15][CH:14]=1>>[Cl:1][C:2]1[CH:10]=[CH:9][CH:8]=[C:7]([F:11])[C:3]=1[C:4]([NH:21][CH2:20][CH:19]([C:16]1[CH:17]=[CH:18][C:13]([F:12])=[CH:14][CH:15]=1)[C:22]1[CH:23]=[N:24][C:25]([C:28]([F:30])([F:31])[F:29])=[N:26][CH:27]=1)=[O:6]. Procedure details: From 2-chloro-6-fluorobenzoic acid and 2-(4-fluorophenyl)-2-(2-(trifluoromethyl)pyrimidin-5-yl)ethanamine. LCMS (MH+): m/z=442.0, tR (minutes, Method F)=2.99 Reactants: [N+](=O)([O-])C1=CC=C(C=C1)OC(\C=C\C1=C(C2=CC(=CC=C2C=C1)OC)C1=CC(=CC=C1)OC)=O ((E)-3-[7-methoxy-1-(3-methoxyphenyl)-2-naphthalenyl]-2-propenoic acid 4-nitrophenyl ester), N1=CC(=CC=C1)CCCCN (3-pyridinebutanamine). Solvent: O1CCCC1 (tetrahydrofuran). Product: COC1=CC=C2C=CC(=C(C2=C1)C1=CC(=CC=C1)OC)/C=C/C(=O)NCCCCC=1C=NC=CC1 ((E)-3-[7-methoxy-1-(3-methoxyphenyl)-2-naphthalenyl]-N-[4-(3-pyridinyl)butyl]-2-propenamide). Isolated yield 67.5%. RXN SMILES: [N+](C1C=CC([O:10][C:11](=O)/[CH:12]=[CH:13]/[C:14]2[CH:23]=[CH:22][C:21]3[C:16](=[CH:17][C:18]([O:24][CH3:25])=[CH:19][CH:20]=3)[C:15]=2[C:26]2[CH:31]=[CH:30][CH:29]=[C:28]([O:32][CH3:33])[CH:27]=2)=CC=1)([O-])=O.[N:35]1[CH:40]=[CH:39][CH:38]=[C:37]([CH2:41][CH2:42][CH2:43][CH2:44][NH2:45])[CH:36]=1>O1CCCC1>[CH3:25][O:24][C:18]1[CH:17]=[C:16]2[C:21]([CH:22]=[CH:23][C:14](/[CH:13]=[CH:12]/[C:11]([NH:45][CH2:44][CH2:43][CH2:42][CH2:41][C:37]3[CH:36]=[N:35][CH:40]=[CH:39][CH:38]=3)=[O:10])=[C:15]2[C:26]2[CH:31]=[CH:30][CH:29]=[C:28]([O:32][CH3:33])[CH:27]=2)=[CH:20][CH:19]=1. Reported procedure: As in Example 114, (E)-3-[7-methoxy-1-(3-methoxyphenyl)-2-naphthalenyl]-2-propenoic acid 4-nitrophenyl ester (1.2 g) was reacted with 3-pyridinebutanamine (0.46 g) in tetrahydrofuran (12 mL) for 2 hours at room temperature. The crude product, isolated in the usual manner was purified by using HPLC (ethyl acetate) and then was crystallized from diethyl ether to yield 0.83 g of (E)-3-[7-methoxy-1-(3-methoxyphenyl)-2-naphthalenyl]-N-[4-(3-pyridinyl)butyl]-2-propenamide, mp 108.5°-110° C. Anal. Calc...